Dataset: the Open Reaction Database (ORD), a public repository of structured organic reaction records. Task: describe an organic reaction: reactants, conditions, products, and yield Reactants: CC1CC(NN=C1C1=CC(=C(C=C1)N1CCNCC1)[N+](=O)[O-])=O (5-methyl-6-[3-nitro-4-(1-piperazinyl)-phenyl]-4,5-dihydro-3(2H)-pyridazinone), BrCCCN1C(C=2C(C1=O)=CC=CC2)=O (N-(3-bromopropyl)-phthalimide), C([O-])([O-])=O.[K+].[K+] (potassium carbonate). Solvent: CN(C=O)C (dimethyl formamide). Run at temperature 100 celsius, time 24 hour. Product: CC1CC(NN=C1C1=CC(=C(C=C1)N1CCN(CC1)CCCN1C(C=2C(C1=O)=CC=CC2)=O)[N+](=O)[O-])=O (5-methyl-6-[3-nitro-4-[4-(3-phthalimidopropyl)-piperzin-1-yl]-phenyl]-4,5-dihydro-3(2H)-pyridazinone). RXN SMILES: [CH3:1][CH:2]1[C:7]([C:8]2[CH:13]=[CH:12][C:11]([N:14]3[CH2:19][CH2:18][NH:17][CH2:16][CH2:15]3)=[C:10]([N+:20]([O-:22])=[O:21])[CH:9]=2)=[N:6][NH:5][C:4](=[O:23])[CH2:3]1.Br[CH2:25][CH2:26][CH2:27][N:28]1[C:32](=[O:33])[C:31]2=[CH:34][CH:35]=[CH:36][CH:37]=[C:30]2[C:29]1=[O:38].C(=O)([O-])[O-].[K+].[K+]>CN(C)C=O>[CH3:1][CH:2]1[C:7]([C:8]2[CH:13]=[CH:12][C:11]([N:14]3[CH2:19][CH2:18][N:17]([CH2:25][CH2:26][CH2:27][N:28]4[C:32](=[O:33])[C:31]5=[CH:34][CH:35]=[CH:36][CH:37]=[C:30]5[C:29]4=[O:38])[CH2:16][CH2:15]3)=[C:10]([N+:20]([O-:22])=[O:21])[CH:9]=2)=[N:6][NH:5][C:4](=[O:23])[CH2:3]1 |f:2.3.4|. Procedure: A mixture of 3.16 g (10 mmol) of 5-methyl-6-[3-nitro-4-(1-piperazinyl)-phenyl]-4,5-dihydro-3(2H)-pyridazinone, 2.68 g (10 mmol) of N-(3-bromopropyl)-phthalimide, 1.38 g (10 mmol) of potassium carbonate and 50 ml of dimethyl formamide is stirred at 100° C. for 24 hours. The reactants are C[Mg]Cl, Fc1ccc(-c2ccc3nc(Cl)nc(Cl)c3n2)cc1. The product is Cc1nc(Cl)nc2ccc(-c3ccc(F)cc3)nc12. Reaction SMILES: [CH3:1][Mg:2][Cl:3].[Cl:4][c:5]1[n:6][c:7]([Cl:22])[c:8]2[c:9]([n:10]1)[cH:11][cH:12][c:13](-[c:15]1[cH:16][cH:17][c:18]([F:21])[cH:19][cH:20]1)[n:14]2>>[CH3:1][c:7]1[n:6][c:5]([Cl:4])[n:10][c:9]2[c:8]1[n:14][c:13](-[c:15]1[cH:16][cH:17][c:18]([F:21])[cH:19][cH:20]1)[cH:12][cH:11]2. The reactants are COC(=O)c1cc(OC)c(C#N)c(OC)c1, CO, Cl, [H][H]. The product is COC(=O)c1cc(OC)c(CN)c(OC)c1. RXN SMILES: [CH3:1][O:2][C:3]([c:4]1[cH:5][c:6]([O:14][CH3:15])[c:7]([C:12]#[N:13])[c:8]([O:10][CH3:11])[cH:9]1)=[O:16].[CH3:20][OH:21].[ClH:17].[H:18][H:19]>>[CH3:1][O:2][C:3]([c:4]1[cH:5][c:6]([O:14][CH3:15])[c:7]([CH2:12][NH2:13])[c:8]([O:10][CH3:11])[cH:9]1)=[O:16].